This data is from the Open Reaction Database (ORD), a public repository of structured organic reaction records. The task is: describe an organic reaction: reactants, conditions, products, and yield Starting materials: C(C1=CC=CC=C1)(=O)C1=C2C(C(NC2=CC=C1)=O)SC (4-benzoyl-3-methylthioindolin-2-one), product. The reagents and catalysts are [Ni] (Raney nickel). The solvent is O1CCCC1 (tetrahydrofuran). Run at time 1.5 hour. Product: C(C1=CC=CC=C1)(=O)C1=C2CC(NC2=CC=C1)=O (4-Benzoylindolin-2-one). RXN SMILES: [C:1]([C:9]1[CH:17]=[CH:16][CH:15]=[C:14]2[C:10]=1[CH:11](SC)[C:12](=[O:18])[NH:13]2)(=[O:8])[C:2]1[CH:7]=[CH:6][CH:5]=[CH:4][CH:3]=1>[Ni].O1CCCC1>[C:1]([C:9]1[CH:17]=[CH:16][CH:15]=[C:14]2[C:10]=1[CH2:11][C:12](=[O:18])[NH:13]2)(=[O:8])[C:2]1[CH:3]=[CH:4][CH:5]=[CH:6][CH:7]=1. Reported procedure: A stirred suspension of 7.0 g. (0.0248 mole) of 4-benzoyl-3-methylthioindolin-2-one in 400 ml. of tetrahydrofuran was treated portionwise under a nitrogen atmosphere with 35.0 g. of Raney nickel over a 2.5 hr. period. The reaction mixture was stirred for 1.5 hr. after addition was complete and the catalyst removed by filtration. The filter cake was washed well with tetrahydrofuran and methylene chloride and the filtrate evaporated under reduced pressure. The residue (5.6 g.) was recrystallized f... Reactants: BrC1=CC=2C3=C(C=NC2C=C1)N(C(N3C=3C(=NN(C3)C)C)=O)C (8-bromo-1-(1,3-dimethyl-1H-pyrazol-4-yl)-3-methyl-1,3-dihydro-imidazo[4,5-c]quinolin-2-one), BrC1=CC=2C3=C(C=NC2C=C1)N(C(N3C=3C(=NN(C3)C)C)=O)C (8-bromo-1-(1,3-dimethyl-1H-pyrazol-4-yl)-3-methyl-1,3-dihydro-imidazo[4,5-c]quinolin-2-one), ClC1=NC=C(C=C1NS(=O)(=O)C)B1OC(C(O1)(C)C)(C)C (N-[2-chloro-5-(4,4,5,5-tetramethyl-[1,3,2]dioxaborolan-2-yl)-pyridin-3-yl]-methanesulfonamide). The product is ClC1=NC=C(C=C1NS(=O)(=O)C)C1=CC=2C3=C(C=NC2C=C1)N(C(N3C=3C(=NN(C3)C)C)=O)C (N-{2-Chloro-5-[1-(1,3-dimethyl-1H-pyrazol-4-yl)-3-methyl-2-oxo-2,3-dihydro-1H-imidazo[4,5-c]quinolin-8-yl]-pyridin-3-yl}-methanesulfonamide). As a reaction SMILES: Br[C:2]1[CH:11]=[CH:10][C:9]2[N:8]=[CH:7][C:6]3[N:12]([CH3:23])[C:13](=[O:22])[N:14]([C:15]4[C:16]([CH3:21])=[N:17][N:18]([CH3:20])[CH:19]=4)[C:5]=3[C:4]=2[CH:3]=1.[Cl:24][C:25]1[C:30]([NH:31][S:32]([CH3:35])(=[O:34])=[O:33])=[CH:29][C:28](B2OC(C)(C)C(C)(C)O2)=[CH:27][N:26]=1>>[Cl:24][C:25]1[C:30]([NH:31][S:32]([CH3:35])(=[O:34])=[O:33])=[CH:29][C:28]([C:2]2[CH:11]=[CH:10][C:9]3[N:8]=[CH:7][C:6]4[N:12]([CH3:23])[C:13](=[O:22])[N:14]([C:15]5[C:16]([CH3:21])=[N:17][N:18]([CH3:20])[CH:19]=5)[C:5]=4[C:4]=3[CH:3]=2)=[CH:27][N:26]=1. Reported procedure: The title compound was synthesized in a similar manner as described for Example 1.1 using 8-bromo-1-(1,3-dimethyl-1H-pyrazol-4-yl)-3-methyl-1,3-dihydro-imidazo[4,5-c]quinolin-2-one (Intermediate A) and N-[2-chloro-5-(4,4,5,5-tetramethyl-[1,3,2]dioxaborolan-2-yl)-pyridin-3-yl]-methanesulfonamide (Stage 223.1.1) to give the title compound as a white solid. (HPLC: tR 2.31 min (Method A); M+H=498 MS-ES; 1H-NMR (d6-DMSO, 400 MHz) 9.87 (s, 1H), 9.01 (s, 1H), 8.41-8.38 (m, 1H), 8.18-8.11 (m, 2H), 7.98-... The reactants are ( I ), S1C=CC2=C1C=CCS2 (thienothiopyran), trans-(4S, 6S)-5,6-dihydro-4-hydroxy-6-methyl-thieno[2,3-b]thiopyran-7,7-dioxide, O=C1C2=C(S([C@H](C1)C)(=O)=O)SC=C2 (5,6-dihydro-4-oxo-(S)-6-methyl-thieno[2,3-b]thiopyran-7,7-dioxide), ( I ). Product: OC1=C2C(S([C@H](C1)C)(=O)=O)SC=C2 (5,6-dihydro-4-hydroxy-(S)-6-methyl-thieno-[2,3-b]thiopyran-7,7-dioxide), ( II ). RXN SMILES: [O:1]=[C:2]1[CH2:7][C@H:6]([CH3:8])[S:5](=[O:10])(=[O:9])[C:4]2[S:11][CH:12]=[CH:13][C:3]1=2.S1C2C=CCSC=2C=C1>>[OH:1][C:2]1[CH2:7][C@H:6]([CH3:8])[S:5](=[O:10])(=[O:9])[CH:4]2[S:11][CH:12]=[CH:13][C:3]=12. Procedure: A process for preparing trans-(4S, 6S)-5,6-dihydro-4-hydroxy-6-methyl-thieno[2,3-b]thiopyran-7,7-dioxide having the formula (IIb): ##STR11## in a trans/cis ratio of at least 50/50, which comprises subjecting 5,6-dihydro-4-oxo-(S)-6-methyl-thieno[2,3-b]thiopyran-7,7-dioxide having the formula (I): ##STR12## to the action of a microorganism to reduce the thienothiopyran derivative having the formula (I), to obtain the trans-(4S, 6S)-isomer of 5,6-dihydro-4-hydroxy-(S)-6-methyl-thieno-[2,3-b]thiopy... The reactants are CC#N, COc1cccc(CO)c1, O=C1CCC(=O)N1Br. The product is COc1ccc(Br)c(CO)c1. RXN SMILES: [CH3:19][C:20]#[N:21].[CH3:1][O:2][c:3]1[cH:4][c:5]([CH2:6][OH:7])[cH:8][cH:9][cH:10]1.[O:11]=[C:12]1[N:13]([Br:18])[C:14](=[O:15])[CH2:16][CH2:17]1>>[CH3:1][O:2][c:3]1[cH:4][c:5]([CH2:6][OH:7])[c:8]([Br:18])[cH:9][cH:10]1. Starting materials: CS(=O)(=O)OCC=1C(=NSC1C1=CC=CC=C1)C1=CC=C(C=C1)CC ((3-(4-ethylphenyl)-5-phenylisothiazol-4-yl)methyl methanesulfonate), OC1=C(C(=C(C=C1)CCC(=O)OCC)C)C (ethyl 3-(4-hydroxy-2,3-dimethylphenyl)propanoate). The product is C(C)C1=CC=C(C=C1)C1=NSC(=C1COC1=C(C(=C(C=C1)CCC(=O)O)C)C)C1=CC=CC=C1 (3-(4-[[3-(4-ethylphenyl)-5-phenyl-1,2-thiazol-4-yl]methoxy]-2,3-dimethylphenyl)propanoic acid). Reaction SMILES: CS([O:5][CH2:6][C:7]1[C:8]([C:18]2[CH:23]=[CH:22][C:21]([CH2:24][CH3:25])=[CH:20][CH:19]=2)=[N:9][S:10][C:11]=1[C:12]1[CH:17]=[CH:16][CH:15]=[CH:14][CH:13]=1)(=O)=O.O[C:27]1[CH:32]=[CH:31][C:30]([CH2:33][CH2:34][C:35]([O:37]CC)=[O:36])=[C:29]([CH3:40])[C:28]=1[CH3:41]>>[CH2:24]([C:21]1[CH:22]=[CH:23][C:18]([C:8]2[C:7]([CH2:6][O:5][C:27]3[CH:32]=[CH:31][C:30]([CH2:33][CH2:34][C:35]([OH:37])=[O:36])=[C:29]([CH3:40])[C:28]=3[CH3:41])=[C:11]([C:12]3[CH:17]=[CH:16][CH:15]=[CH:14][CH:13]=3)[S:10][N:9]=2)=[CH:19][CH:20]=1)[CH3:25]. Procedure: The title compound was prepared according to the procedure described in Example 1 following Steps 2-6 by coupling of (3-(4-ethylphenyl)-5-phenylisothiazol-4-yl)methyl methanesulfonate and ethyl 3-(4-hydroxy-2,3-dimethylphenyl)propanoate to afford the desired product as an off-white solid. 1H NMR (300 MHz, CDCl3) δ 7.73 (d, J=8.1 Hz, 2H), 7.58-7.59 (m, 2H), 7.42 (t, J=3.0 Hz, 3H), 7.22 (s, 2H), 6.94 (d, J=8.4 Hz, 1H), 6.63 (d, J=8.4 Hz, 1H), 4.83 (s, 2H), 2.97 (t, J=8.4 Hz, 2H), 2.60-2.70 (m, 2H)...